From a dataset of the Open Reaction Database (ORD), a public repository of structured organic reaction records. describe an organic reaction: reactants, conditions, products, and yield Starting materials: O (water), ClC1=NC=C(C=C1)[N+](=O)[O-] (2-chloro-5-nitropyridine), CO (methanol), [H-].[Na+] (sodium hydride). The solvent is O1CCCC1 (tetrahydrofuran). Run at time 1 hour. Product: COC1=NC=C(C=C1)[N+](=O)[O-] (2-methoxy-5-nitropyridine). Yield: 83.2%. As a reaction SMILES: Cl[C:2]1[CH:7]=[CH:6][C:5]([N+:8]([O-:10])=[O:9])=[CH:4][N:3]=1.[CH3:11][OH:12].[H-].[Na+].O>O1CCCC1>[CH3:11][O:12][C:2]1[CH:7]=[CH:6][C:5]([N+:8]([O-:10])=[O:9])=[CH:4][N:3]=1 |f:2.3|. Procedure: To a stirred solution of 10 g of 2-chloro-5-nitropyridine and 2 g of dry methanol in 40 ml of dry tetrahydrofuran, 2.8 g of sodium hydride (about 60%, in oil) is added under cooling in an ice-water bath. The mixture is stirred at room temperature for 1 hour, and 30 ml of water is added. The mixture is extracted with three 40-ml portions of ethyl acetate, and the combined extracts are dried over magnesium sulfate. The solvent is distilled off to give 8.0 g of crude 2-methoxy-5-nitropyridine. Reactants: CS(=O)(=O)OCCCC1=C(C(=O)OCC)C=CC=C1OCC1=CC=CC=C1 (ethyl 2-(3-methanesulfonyloxypropyl)-3-benzyloxybenzoate), [C-]#N.[K+] (potassium cyanide). Solvent: CN(C)C=O (DMF), O (water). Conditions: temperature 100 celsius. Product: C(#N)CCCC1=C(C(=O)OCC)C=CC=C1OCC1=CC=CC=C1 (Ethyl 2-(3-cyanopropyl)-3-benzyloxybenzoate). The yield is 51.2%. RXN SMILES: CS(O[CH2:6][CH2:7][CH2:8][C:9]1[C:19]([O:20][CH2:21][C:22]2[CH:27]=[CH:26][CH:25]=[CH:24][CH:23]=2)=[CH:18][CH:17]=[CH:16][C:10]=1[C:11]([O:13][CH2:14][CH3:15])=[O:12])(=O)=O.[C-:28]#[N:29].[K+]>CN(C=O)C.O>[C:28]([CH2:6][CH2:7][CH2:8][C:9]1[C:19]([O:20][CH2:21][C:22]2[CH:27]=[CH:26][CH:25]=[CH:24][CH:23]=2)=[CH:18][CH:17]=[CH:16][C:10]=1[C:11]([O:13][CH2:14][CH3:15])=[O:12])#[N:29] |f:1.2|. Procedure: A mixture of ethyl 2-(3-methanesulfonyloxypropyl)-3-benzyloxybenzoate (19.42 g, 31.7 mmol) and potassium cyanide (2.28 g, 35 mmol) in DMF (50 ml) was heated at 100° C. for 8 hr. The mixture was cooled, diluted with water (250 ml), and extracted three times with ethyl acetate. The ethyl acetate extracts were dried with brine, and concentrated in vacuo. The crude product was chromatographed on silica gel using methylene chloride as the eluent to give the product as an oil (5.25 g, 53%).